From a dataset of the Open Reaction Database (ORD), a public repository of structured organic reaction records. describe an organic reaction: reactants, conditions, products, and yield Starting materials: aqueous solution, [OH-].[Na+] (sodium hydroxide), C(=O)(OC(C)(C)C)N(CC1=NC=CC=C1)CC1=CC=C(C=C1)CC(=O)OC (methyl 4-(N-Boc-N-2-picolylaminomethyl)phenylacetate). The solvent is CO (methanol), C1CCOC1 (THF). Reaction conditions: time 35 minute. The product is C(=O)(OC(C)(C)C)N(CC1=NC=CC=C1)CC1=CC=C(C=C1)CC(=O)O (4-(N-Boc-N-2-picolylaminomethyl)phenylacetic acid). The yield is 98.3%. As a reaction SMILES: [C:1]([N:8]([CH2:16][C:17]1[CH:22]=[CH:21][C:20]([CH2:23][C:24]([O:26]C)=[O:25])=[CH:19][CH:18]=1)[CH2:9][C:10]1[CH:15]=[CH:14][CH:13]=[CH:12][N:11]=1)([O:3][C:4]([CH3:7])([CH3:6])[CH3:5])=[O:2].[OH-].[Na+]>C1COCC1.CO>[C:1]([N:8]([CH2:16][C:17]1[CH:18]=[CH:19][C:20]([CH2:23][C:24]([OH:26])=[O:25])=[CH:21][CH:22]=1)[CH2:9][C:10]1[CH:15]=[CH:14][CH:13]=[CH:12][N:11]=1)([O:3][C:4]([CH3:7])([CH3:6])[CH3:5])=[O:2] |f:1.2|. Procedure: The compound obtained in Example 8-3 (83.2 mg) was dissolved in THF (0.8 ml) and methanol (0.8 ml). After the addition of 1 N aqueous solution of sodium hydroxide (0.8 ml), the mixture was stirred for 35 minutes at room temperature. After the reaction, the solvent was removed by distillation and the residue was dissolved in distilled water. Aqueous solution of hydrochloric acid (1 mol/l) was added to the solution to adjust the pH to 3-4. The settled-down oily product was extracted with chlorofor... Reactants: CC(=Cc1ccc(Oc2cccnc2)cc1)C(=O)O, ClC(Cl)Cl, O=S(Cl)Cl, c1ccncc1. Yields the product CC(=Cc1ccc(Oc2cccnc2)cc1)C(=O)O, [Cl-]. As a reaction SMILES: [CH3:5][C:6]([C:7](=[O:8])[OH:9])=[CH:10][c:11]1[cH:12][cH:13][c:14]([O:17][c:18]2[cH:19][n:20][cH:21][cH:22][cH:23]2)[cH:15][cH:16]1.[CH:30]([Cl:31])([Cl:32])[Cl:33].[S:1]([Cl:2])([Cl:3])=[O:4].[cH:24]1[cH:25][cH:26][n:27][cH:28][cH:29]1>>[CH3:5][C:6]([C:7](=[O:8])[OH:9])=[CH:10][c:11]1[cH:12][cH:13][c:14]([O:17][c:18]2[cH:19][n:20][cH:21][cH:22][cH:23]2)[cH:15][cH:16]1.[Cl-:3].